From a dataset of the Open Reaction Database (ORD), a public repository of structured organic reaction records. describe an organic reaction: reactants, conditions, products, and yield The reactants are COCCCn1c(=O)oc2ccc(B3OC(C)(C)C(C)(C)O3)cc21, CC#N, CC(C)(C)OC(=O)NC1(C(=O)NC(Cc2ccc(I)cc2)C(N)=O)CCOCC1, [Na+], [Na+], O=C([O-])[O-]. Yields the product COCCCn1c(=O)oc2ccc(-c3ccc(CC(NC(=O)C4(NC(=O)OC(C)(C)C)CCOCC4)C(N)=O)cc3)cc21. Reaction SMILES: [CH3:30][O:31][CH2:32][CH2:33][CH2:34][n:35]1[c:36](=[O:53])[o:37][c:38]2[c:39]1[cH:40][c:41]([B:44]1[O:45][C:46]([CH3:47])([CH3:48])[C:49]([CH3:50])([CH3:51])[O:52]1)[cH:42][cH:43]2.[CH3:60][C:61]#[N:62].[NH2:1][C:2]([CH:3]([CH2:4][c:5]1[cH:6][cH:7][c:8]([I:11])[cH:9][cH:10]1)[NH:12][C:13](=[O:14])[C:15]1([NH:21][C:22]([O:23][C:24]([CH3:25])([CH3:26])[CH3:27])=[O:28])[CH2:16][CH2:17][O:18][CH2:19][CH2:20]1)=[O:29].[Na+:54].[Na+:55].[O-:56][C:57](=[O:58])[O-:59]>>[NH2:1][C:2]([CH:3]([CH2:4][c:5]1[cH:6][cH:7][c:8](-[c:41]2[cH:40][c:39]3[n:35]([CH2:34][CH2:33][CH2:32][O:31][CH3:30])[c:36](=[O:53])[o:37][c:38]3[cH:43][cH:42]2)[cH:9][cH:10]1)[NH:12][C:13](=[O:14])[C:15]1([NH:21][C:22]([O:23][C:24]([CH3:25])([CH3:26])[CH3:27])=[O:28])[CH2:16][CH2:17][O:18][CH2:19][CH2:20]1)=[O:29]. Reactants: CC[BH-](CC)CC, C1CCOC1, CCOC(C)=O, O=C1CCCC2CC3OC3C(c3cc(F)c(F)c(F)c3)N12, [Li+], O. The product is O=C1CCCC2CCC(O)C(c3cc(F)c(F)c(F)c3)N12. As a reaction SMILES: [CH2:22]([BH-:23]([CH2:24][CH3:25])[CH2:26][CH3:27])[CH3:28].[CH2:37]1[O:38][CH2:39][CH2:40][CH2:41]1.[CH3:31][CH2:32][O:33][C:34](=[O:35])[CH3:36].[F:1][c:2]1[cH:3][c:4]([CH:10]2[CH:11]3[CH:12]([CH2:13][CH:14]4[CH2:15][CH2:16][CH2:17][C:18](=[O:20])[N:19]24)[O:21]3)[cH:5][c:6]([F:9])[c:7]1[F:8].[Li+:29].[OH2:30]>>[F:1][c:2]1[cH:3][c:4]([CH:10]2[CH:11]([OH:21])[CH2:12][CH2:13][CH:14]3[CH2:15][CH2:16][CH2:17][C:18](=[O:20])[N:19]23)[cH:5][c:6]([F:9])[c:7]1[F:8]. The reactants are C1CCOC1, COC(=O)CNCCOc1ccc2c(c1)sc1nc(-c3ccc(NC(=O)Nc4cc(C(C)(C)C)on4)cc3)cn12, Cl, [Li+], [OH-], O. Yields the product CC(C)(C)c1cc(NC(=O)Nc2ccc(-c3cn4c(n3)sc3cc(OCCNCC(=O)O)ccc34)cc2)no1. As a reaction SMILES: [CH2:45]1[O:46][CH2:47][CH2:48][CH2:49]1.[CH3:1][O:2][C:3]([CH2:4][NH:5][CH2:6][CH2:7][O:8][c:9]1[cH:10][c:11]2[c:12]([n:13]3[c:14]([s:15]2)[n:16][c:17](-[c:19]2[cH:20][cH:21][c:22]([NH:25][C:26](=[O:27])[NH:28][c:29]4[n:30][o:31][c:32]([C:34]([CH3:35])([CH3:36])[CH3:37])[cH:33]4)[cH:23][cH:24]2)[cH:18]3)[cH:38][cH:39]1)=[O:40].[ClH:44].[Li+:43].[OH-:42].[OH2:41]>>[O:2]=[C:3]([CH2:4][NH:5][CH2:6][CH2:7][O:8][c:9]1[cH:10][c:11]2[c:12]([n:13]3[c:14]([s:15]2)[n:16][c:17](-[c:19]2[cH:20][cH:21][c:22]([NH:25][C:26](=[O:27])[NH:28][c:29]4[n:30][o:31][c:32]([C:34]([CH3:35])([CH3:36])[CH3:37])[cH:33]4)[cH:23][cH:24]2)[cH:18]3)[cH:38][cH:39]1)[OH:40]. Starting materials: NC(=O)N (urea), C(C)NCCCNCC (N,N'-diethyl-1,3-propanediamine), C(CC)NCCCNCCC (N,N'-dipropyl-1,3-propanediamine). Yields the product C(C)N1C(N(CCC1)CC)=O (1,3-diethyltetrahydro-2(1H)-pyrimidinone), C(CC)N1C(N(CCC1)CCC)=O (tetrahydro-1,3-dipropyl-2(1H)-pyrimidinone). Reaction SMILES: [CH2:1]([NH:3][CH2:4][CH2:5][CH2:6][NH:7][CH2:8][CH3:9])[CH3:2].[CH2:10]([NH:13][CH2:14][CH2:15][CH2:16][NH:17][CH2:18][CH2:19][CH3:20])[CH2:11][CH3:12].N[C:22](N)=[O:23]>>[CH2:1]([N:3]1[CH2:4][CH2:5][CH2:6][N:7]([CH2:8][CH3:9])[C:22]1=[O:23])[CH3:2].[CH2:18]([N:17]1[CH2:16][CH2:15][CH2:14][N:13]([CH2:10][CH2:11][CH3:12])[C:22]1=[O:23])[CH2:19][CH3:20]. Procedure: Further, a process has been known wherein N,N'-diethyl-1,3-propanediamine or N,N'-dipropyl-1,3-propanediamine is reacted with urea to obtain 1,3-diethyltetrahydro-2(1H)-pyrimidinone or tetrahydro-1,3-dipropyl-2(1H)-pyrimidinone with a yield of 64.0% or 21.5%, respectively (J. Med. Chem., vol. 14, page 140 (1971)). These processes are also commercially unsatisfactory due to the low yields of the objective products. Reactants: crude residue, NC1=C(C=CC(=C1)C=1SC=CC1)NC(OC(C)(C)C)=O (tert-butyl 2-amino-4-(thiophen-2yl)phenylcarbamate), CN(C(=O)Cl)C (dimethylcarbamic chloride). Solvent: O (water), N1=CC=CC=C1 (pyridine), C1(=CC=CC=C1)C (toluene). Conditions: time 8 hour. Yields the product CN(C(NC1=C(C=CC(=C1)C=1SC=CC1)NC(OC(C)(C)C)=O)=O)C (tert-butyl (2-(3,3-dimethylureido)-4-(thiophen-2-yl)phenyl)carbamate). Isolated yield 81.0%. Reaction SMILES: [NH2:1][C:2]1[CH:7]=[C:6]([C:8]2[S:9][CH:10]=[CH:11][CH:12]=2)[CH:5]=[CH:4][C:3]=1[NH:13][C:14](=[O:20])[O:15][C:16]([CH3:19])([CH3:18])[CH3:17].[CH3:21][N:22]([CH3:26])[C:23](Cl)=[O:24]>N1C=CC=CC=1.C1(C)C=CC=CC=1.O>[CH3:21][N:22]([CH3:26])[C:23](=[O:24])[NH:1][C:2]1[CH:7]=[C:6]([C:8]2[S:9][CH:10]=[CH:11][CH:12]=2)[CH:5]=[CH:4][C:3]=1[NH:13][C:14](=[O:20])[O:15][C:16]([CH3:17])([CH3:19])[CH3:18]. Procedure details: To a solution of tert-butyl 2-amino-4-(thiophen-2yl)phenylcarbamate (0.12 g, 0.41 mmol, 1.0 equiv.) in pyridine (2 mL) was added a solution of dimethylcarbamic chloride (0.07 g, 0.62 mmol, 1.5 equiv.) in toluene (0.3 mL). The resulting solution was stirred at room temperature overnight. The crude residue was diluted with water (10 mL) and extracted with ethyl acetate (10 mL×2). The combined organic layers were washed with water (10 mL), dried, filtered and concentrated. The crude residue was was... Yields the product O[C@H]1C[C@H](CCC1)COC(C(=O)OC(C)(C)C)CCC (tert-Butyl 2-(cis-3-hydroxycyclohexylmethoxy)pentanoate). Starting materials: COCO[C@H]1C[C@H](CCC1)COCC(=O)OC(C)(C)C (tert-butyl (cis-3-methoxymethoxycyclohexylmethoxy)acetate), C(C)(C)[N-]C(C)C.[Li+] (lithium diisopropylamide), C(CC)I (propyl iodide), [Cl-].[NH4+] (ammonium chloride), C(=O)=O.CC(=O)C (dry ice acetone). Procedure: 200 mg of tert-butyl (cis-3-methoxymethoxycyclohexylmethoxy)acetate are dissolved in 5 ml of abs. tetrahydrofuran and cooled to −78° C. (dry ice/acetone bath). 0.7 ml of a 2M lithium diisopropylamide solution in tetrahydrofuran/hexane is then added dropwise. The solution is initially stirred at −78° C. and then warmed to 0° C. (ice bath) and stirred at this temperature for 20 min. 600 mg of propyl iodide in 2 ml of tetrahydrofuran are then added, and the solution is stirred at 0° C. for a furthe... Run at temperature -78 celsius. Solvent: O1CCCC1.CCCCCC (tetrahydrofuran hexane), O1CCCC1 (tetrahydrofuran), O1CCCC1 (tetrahydrofuran). RXN SMILES: COC[O:4][C@@H:5]1[CH2:10][CH2:9][CH2:8][C@H:7]([CH2:11][O:12][CH2:13][C:14]([O:16][C:17]([CH3:20])([CH3:19])[CH3:18])=[O:15])[CH2:6]1.C(=O)=O.[CH3:24][C:25]([CH3:27])=O.C([N-]C(C)C)(C)C.[Li+].C(I)CC.[Cl-].[NH4+]>O1CCCC1.CCCCCC.O1CCCC1>[OH:4][C@@H:5]1[CH2:10][CH2:9][CH2:8][C@H:7]([CH2:11][O:12][CH:13]([CH2:24][CH2:25][CH3:27])[C:14]([O:16][C:17]([CH3:18])([CH3:19])[CH3:20])=[O:15])[CH2:6]1 |f:1.2,3.4,6.7,8.9|. The reactants are C(C(C)C)C(=O)CC(C)C (diisobutyl ketone), C(CCCC)(=O)O (valeric acid), C(CC(C)C)(=O)O (isovaleric acid), C1-10carboxylic acid, C(C(C)C)(=O)O (isobutyric acid), C(CCC)(=O)O (butyric acid). Run in C(=O)O (formic acid), C(C)(=O)O (acetic acid). The product is CC1=CC(CC(=O)C1)(C)C (β-isophorone). As a reaction SMILES: [CH2:1]([C:5]([CH2:7][CH:8]([CH3:10])[CH3:9])=[O:6])[CH:2]([CH3:4])[CH3:3].C(O)(=O)C(C)C.C(O)(=O)CC(C)C.C(O)(=O)CCCC.C(O)(=O)CCC>C(O)(=O)C.C(O)=O>[CH3:9][C:8]1[CH2:7][C:5](=[O:6])[CH2:1][C:2]([CH3:4])([CH3:3])[CH:10]=1. Reported procedure: The source of the acid component cannot be determined exactly, but it may be ascribed to something decomposed in the oxidation reaction procedure. For example, the acid component may be ascribed to the solvent (e.g., diisobutyl ketone) decomposed in the oxidation reaction (e.g., decomposed into a C1-10carboxylic acid, such as formic acid, acetic acid, isobutyric acid, isovaleric acid), or to a by-product (e.g., valeric acid, butyric acid) produced in the step of forming the starting material β-i...